From a dataset of the Open Reaction Database (ORD), a public repository of structured organic reaction records. describe an organic reaction: reactants, conditions, products, and yield Starting materials: Br, CC(=O)O, CCOC(C)=O, COc1cccc(C(O)(c2cccnc2)C2CC2)c1, [Na+], [OH-], O. Product: COc1cccc(C(=CCCBr)c2cccnc2)c1. As a reaction SMILES: [BrH:20].[CH3:24][C:25](=[O:26])[OH:27].[CH3:28][CH2:29][O:30][C:31](=[O:32])[CH3:33].[CH:1]1([C:4]([OH:5])([c:6]2[cH:7][n:8][cH:9][cH:10][cH:11]2)[c:12]2[cH:13][c:14]([O:18][CH3:19])[cH:15][cH:16][cH:17]2)[CH2:2][CH2:3]1.[Na+:23].[OH-:22].[OH2:21]>>[CH:1]([CH2:2][CH2:3][Br:20])=[C:4]([c:6]1[cH:7][n:8][cH:9][cH:10][cH:11]1)[c:12]1[cH:13][c:14]([O:18][CH3:19])[cH:15][cH:16][cH:17]1. Reactants: CCO, COc1ccc([N+](=O)[O-])cc1OC1CCCN1C. Product: COc1ccc(N)cc1OC1CCCN1C. RXN SMILES: [CH3:19][CH2:20][OH:21].[CH3:1][N:2]1[CH:3]([O:7][c:8]2[c:9]([O:17][CH3:18])[cH:10][cH:11][c:12]([N+:14]([O-:15])=[O:16])[cH:13]2)[CH2:4][CH2:5][CH2:6]1>>[CH3:1][N:2]1[CH:3]([O:7][c:8]2[c:9]([O:17][CH3:18])[cH:10][cH:11][c:12]([NH2:14])[cH:13]2)[CH2:4][CH2:5][CH2:6]1. The reactants are CCOC(=O)C(NC(=O)OC(C)(C)C)C1C(CO)C1C(=O)OCC, CCCCP(CCCC)CCCC, CSSC, C1CCOC1. Yields the product CCOC(=O)C(NC(=O)OC(C)(C)C)C1C(CSC)C1C(=O)OCC. RXN SMILES: [C:18]([CH3:19])([CH3:20])([CH3:21])[O:22][C:23](=[O:24])[NH:25][CH:26]([C:27](=[O:28])[O:29][CH2:30][CH3:31])[CH:32]1[CH:33]([C:37](=[O:38])[O:39][CH2:40][CH3:41])[CH:34]1[CH2:35][OH:36].[CH2:1]([P:2]([CH2:3][CH2:4][CH2:5][CH3:6])[CH2:7][CH2:8][CH2:9][CH3:10])[CH2:11][CH2:12][CH3:13].[CH3:14][S:15][S:16][CH3:17].[O:42]1[CH2:43][CH2:44][CH2:45][CH2:46]1>>[S:16]([CH3:17])[CH2:35][CH:34]1[CH:32]([CH:26]([NH:25][C:23]([O:22][C:18]([CH3:19])([CH3:20])[CH3:21])=[O:24])[C:27](=[O:28])[O:29][CH2:30][CH3:31])[CH:33]1[C:37](=[O:38])[O:39][CH2:40][CH3:41]. Starting materials: COc1cccc(CC(=O)Cl)c1, CC(=O)O, Cc1ccccc1, C[Si](C)(C)[N-][Si](C)(C)C, [Li+], O=C1CCOCC1, O. Yields the product COc1cccc(CC(=O)C2COCCC2=O)c1. Reaction SMILES: [CH3:18][O:19][c:20]1[cH:21][c:22]([CH2:26][C:27](=[O:28])[Cl:29])[cH:23][cH:24][cH:25]1.[CH3:30][C:31](=[O:32])[OH:33].[CH3:34][c:35]1[cH:36][cH:37][cH:38][cH:39][cH:40]1.[CH3:9][Si:10]([N-:11][Si:12]([CH3:13])([CH3:14])[CH3:15])([CH3:16])[CH3:17].[Li+:8].[O:1]1[CH2:2][CH2:3][C:4](=[O:7])[CH2:5][CH2:6]1.[OH2:41]>>[O:1]1[CH2:2][CH:3]([C:27]([CH2:26][c:22]2[cH:21][c:20]([O:19][CH3:18])[cH:25][cH:24][cH:23]2)=[O:28])[C:4](=[O:7])[CH2:5][CH2:6]1. The reactants are C(CCC)C=1N(C(N(N1)C1=C(C=CC=C1)C(F)(F)F)=O)CC1=CC=C(C=C1)C1=C(C=CC(=C1)CCC)S(N)(=O)=O (5-n-butyl-2,4-dihydro-2-[2-(trifluoromethyl)phenyl]-4-[(2'-sulfamoyl-5'-propylbiphenyl-4-yl)methyl]-3H-1,2,4-triazol-3-one), ClC1=C(C(=O)O)C=CC=C1 (2-chlorobenzoic acid), C1=CN(C=N1)C(=O)N2C=CN=C2 (CDI), C1CCC2=NCCCN2CC1 (DBU). Yields the product C(CCC)C=1N(C(N(N1)C1=C(C=CC=C1)C(F)(F)F)=O)CC1=CC=C(C=C1)C1=C(C=CC(=C1)CCC)S(NC(C1=C(C=CC=C1)Cl)=O)(=O)=O (5-n-Butyl-4-[[2'-[N-(2-chlorobenzoyl)sulfamoyl]-5'-n-propylbiphenyl-4-yl]methyl]-2,4-dihydro-2-[2-(trifluoromethyl)phenyl]-3H-1,2,4-triazol-3-one), desired material. Yield: 86.0%. As a reaction SMILES: [CH2:1]([C:5]1[N:6]([CH2:21][C:22]2[CH:27]=[CH:26][C:25]([C:28]3[CH:33]=[C:32]([CH2:34][CH2:35][CH3:36])[CH:31]=[CH:30][C:29]=3[S:37](=[O:40])(=[O:39])[NH2:38])=[CH:24][CH:23]=2)[C:7](=[O:20])[N:8]([C:10]2[CH:15]=[CH:14][CH:13]=[CH:12][C:11]=2[C:16]([F:19])([F:18])[F:17])[N:9]=1)[CH2:2][CH2:3][CH3:4].[Cl:41][C:42]1[CH:50]=[CH:49][CH:48]=[CH:47][C:43]=1[C:44](O)=[O:45].C1N=CN(C(N2C=NC=C2)=O)C=1.C1CCN2C(=NCCC2)CC1>>[CH2:1]([C:5]1[N:6]([CH2:21][C:22]2[CH:27]=[CH:26][C:25]([C:28]3[CH:33]=[C:32]([CH2:34][CH2:35][CH3:36])[CH:31]=[CH:30][C:29]=3[S:37](=[O:40])(=[O:39])[NH:38][C:44](=[O:45])[C:43]3[CH:47]=[CH:48][CH:49]=[CH:50][C:42]=3[Cl:41])=[CH:24][CH:23]=2)[C:7](=[O:20])[N:8]([C:10]2[CH:15]=[CH:14][CH:13]=[CH:12][C:11]=2[C:16]([F:19])([F:18])[F:17])[N:9]=1)[CH2:2][CH2:3][CH3:4]. Procedure: The title compound was prepared from 5-n-butyl-2,4-dihydro-2-[2-(trifluoromethyl)phenyl]-4-[(2'-sulfamoyl-5'-propylbiphenyl-4-yl)methyl]-3H-1,2,4-triazol-3-one (from Step E) and 2-chlorobenzoic acid (2.0 equivalents), CDI (2.0 equiv), and DBU (2.0 equiv) according to the procedure of Example 51 to give an 86% yield of the desired material as a cream-colored solid after flash chromatography, mp 67°-69° C.; homogeneous by TLC in 9:1 CH2Cl2 --MeOH; mass spectrum (FAB) m/e 711 (M+1)+.